Dataset: the Open Reaction Database (ORD), a public repository of structured organic reaction records. Task: describe an organic reaction: reactants, conditions, products, and yield Starting materials: O=C1CCCc2ccccc21, C=O, CCO, Cl, OC1(c2ccccc2)CCNCC1. Product: Cl, O=C1c2ccccc2CCC1CN1CCC(O)(c2ccccc2)CC1. Reaction SMILES: [C:15]1(=[O:25])[CH2:16][CH2:17][CH2:18][c:19]2[cH:20][cH:21][cH:22][cH:23][c:24]21.[CH2:26]=[O:27].[CH3:28][CH2:29][OH:30].[ClH:1].[c:2]1([C:8]2([OH:14])[CH2:9][CH2:10][NH:11][CH2:12][CH2:13]2)[cH:3][cH:4][cH:5][cH:6][cH:7]1>>[ClH:1].[c:2]1([C:8]2([OH:14])[CH2:9][CH2:10][N:11]([CH2:26][CH:16]3[C:15](=[O:25])[c:24]4[c:19]([cH:20][cH:21][cH:22][cH:23]4)[CH2:18][CH2:17]3)[CH2:12][CH2:13]2)[cH:3][cH:4][cH:5][cH:6][cH:7]1. Reactants: FC(C(=O)O)(C1=CC=C(C=C1)C(=O)OC)F (difluoro[4-(methoxycarbonyl)phenyl]acetic acid), COC1=C(C(=O)NN)C=CC=C1 (2-methoxybenzohydrazide), [Cl-].C(C)N=C=NCCC[NH+](C)C (3-{[(ethylimino)methylene]amino}-N,N-dimethylpropan-1-aminium chloride). The solvent is C(Cl)Cl (methylene chloride). Reaction conditions: time 16 hour. Product: FC(C(=O)NNC(C1=C(C=CC=C1)OC)=O)(F)C1=CC=C(C(=O)OC)C=C1 (methyl 4-{1,1-difluoro-2-[2-(2-methoxybenzoyl)hydrazino]-2-oxoethyl}benzoate). RXN SMILES: [F:1][C:2]([F:16])([C:6]1[CH:11]=[CH:10][C:9]([C:12]([O:14][CH3:15])=[O:13])=[CH:8][CH:7]=1)[C:3]([OH:5])=O.[CH3:17][O:18][C:19]1[CH:28]=[CH:27][CH:26]=[CH:25][C:20]=1[C:21]([NH:23][NH2:24])=[O:22].[Cl-].C(N=C=NCCC[NH+](C)C)C>C(Cl)Cl>[F:16][C:2]([C:6]1[CH:11]=[CH:10][C:9]([C:12]([O:14][CH3:15])=[O:13])=[CH:8][CH:7]=1)([F:1])[C:3]([NH:24][NH:23][C:21](=[O:22])[C:20]1[CH:25]=[CH:26][CH:27]=[CH:28][C:19]=1[O:18][CH3:17])=[O:5] |f:2.3|. Procedure details: To a solution of difluoro[4-(methoxycarbonyl)phenyl]acetic acid (0.12 g, 0.52 mmol) and 2-methoxybenzohydrazide (0.13 g, 0.78 mmol) in methylene chloride (2 mL) was added 3-{[(ethylimino)methylene]amino}-N,N-dimethylpropan-1-aminium chloride (0.2 g, 1.04 mmol). The resulting solution was stirred at ambient temperature for 16 hours. The reaction was purified by flash chromatography (0-4% methanol/methylene chloride) to give methyl 4-{1,1-difluoro-2-[2-(2-methoxybenzoyl)hydrazino]-2-oxoethyl}benzo...